Dataset: the Open Reaction Database (ORD), a public repository of structured organic reaction records. Task: describe an organic reaction: reactants, conditions, products, and yield The solvent is C(CCC)O (1-butanol), COC=COC (1,2-dimethoxy ethylene). The product is C1COCCOCCOCCOCCOCCO1 (ethylene oxide cyclic hexamer). As a reaction SMILES: [CH2:1]1[O:3][CH2:2]1.C([Al](CC)CC)C.[O-]CCCC.C([Zn+])C.C([Mg]CC)C.[OH-].[Na+].C(O)[CH2:27][O:28][CH2:29][CH2:30][O:31][CH2:32][CH2:33][O:34][CH2:35][CH2:36][O:37][CH2:38][CH2:39][O:40][CH2:41]CO.CC(C)([O-])C.[K+]>C(O)CCC.COC=COC>[CH2:2]1[O:3][CH2:1][CH2:27][O:28][CH2:29][CH2:30][O:31][CH2:32][CH2:33][O:34][CH2:35][CH2:36][O:37][CH2:38][CH2:39][O:40][CH2:41]1 |f:2.3,5.6,8.9|. Starting materials: diols, α,ω-dihalides, polyoxyalkylene, [OH-].[Na+] (sodium hydroxide), [O-]CCCC.C(C)[Zn+] (ethyl zinc butoxide), C(C)[Mg]CC (diethyl magnesium), C1CO1 (ethylene oxide), C1CO1 (ethylene oxide), α,ω-chlorohydrin, C(COCCOCCOCCOCCOCCO)O (hexaethylene glycol), CC(C)([O-])C.[K+] (potassium t-butoxide), cyclic oxyethylene, C(C)[Al](CC)CC (triethyl aluminum), polyethers. Reagents/catalysts: organo-metallic. Yield: 1.8%. Procedure: Preparation of the cyclic tetramer of ethylene oxide by the cyclization of ethylene oxide over an organo-metallic catalyst, for example triethyl aluminum, ethyl zinc butoxide or diethyl magnesium, is taught by Stewart, et al. in British patent Specification No. 785,229. C. J. Pedersen in U.S. Pat. No. 3,687,978 teaches the preparation of macrocyclic polyethers by the reaction of vicinal aromatic diols with α,ω-dihalides of polyoxyalkylene materials and sodium hydroxide in 1-butanol solvent. Pede... Starting materials: BrBr (bromine), NC1=NC(=CC=C1)C (2-amino-6-methylpyridine), [S-]C#N.[Na+] (sodium thiocyanate). The solvent is C(C)(=O)O (acetic acid), C(C)(=O)O (acetic acid), C(C)(=O)O (acetic acid). Reaction conditions: time 1 hour. The product is NC1=NC(=CC=C1)C (2-amino-6-methylpyridine), NC1=NC(=CC=C1S)C (2-amino-6-methyl-3-pyridinethiol). RXN SMILES: [NH2:1][C:2]1[CH:7]=[CH:6][CH:5]=[C:4]([CH3:8])[N:3]=1.[S-:9]C#N.[Na+].BrBr>C(O)(=O)C>[NH2:1][C:2]1[CH:7]=[CH:6][CH:5]=[C:4]([CH3:8])[N:3]=1.[NH2:1][C:2]1[C:7]([SH:9])=[CH:6][CH:5]=[C:4]([CH3:8])[N:3]=1 |f:1.2|. Reported procedure: The intermediate 2-amino-6-methylpyridine is prepared as follows: To a solution of 68 g. (0.63 mole) of 2-amino-6-methylpyridine in about 500 ml. of glacial acetic acid, cooled to 10°-15° C., is added a mixture of 170.2 g. (2.1 moles) of sodium thiocyanate suspended in about 570 ml. of glacial acetic acid. A solution containing 30.5 ml. of bromine in about 60 ml. of glacial acetic acid is then added, and the mixture is stirred at 10°-15° C. for 1 hour and then at 75°-80° C. for 1/2 hour. The sol... Starting materials: CNC, CN(C)C=O, O=C(O)c1cc(-c2nccs2)[nH]c1C(CC1CCOCC1)c1ccc(S(=O)(=O)C2CC2)cc1, CCN(C(C)C)C(C)C, Cl. Product: CN(C)C(=O)c1cc(-c2nccs2)[nH]c1C(CC1CCOCC1)c1ccc(S(=O)(=O)C2CC2)cc1. Reaction SMILES: [CH3:34][NH:35][CH3:36].[CH3:47][N:48]([CH3:49])[CH:50]=[O:51].[CH:1]1([S:4](=[O:5])(=[O:6])[c:7]2[cH:8][cH:9][c:10]([CH:13]([CH2:14][CH:15]3[CH2:16][CH2:17][O:18][CH2:19][CH2:20]3)[c:21]3[nH:22][c:23](-[c:29]4[s:30][cH:31][cH:32][n:33]4)[cH:24][c:25]3[C:26](=[O:27])[OH:28])[cH:11][cH:12]2)[CH2:2][CH2:3]1.[CH:37]([N:38]([CH2:39][CH3:40])[CH:41]([CH3:42])[CH3:43])([CH3:44])[CH3:45].[ClH:46]>>[CH:1]1([S:4](=[O:5])(=[O:6])[c:7]2[cH:8][cH:9][c:10]([CH:13]([CH2:14][CH:15]3[CH2:16][CH2:17][O:18][CH2:19][CH2:20]3)[c:21]3[nH:22][c:23](-[c:29]4[s:30][cH:31][cH:32][n:33]4)[cH:24][c:25]3[C:26](=[O:28])[N:35]([CH3:34])[CH3:36])[cH:11][cH:12]2)[CH2:2][CH2:3]1. Starting materials: [H][H] (hydrogen), OC1=C(C(OC(=C1)C)=O)C(C=CC(C)C)=O (4-hydroxy-6-methyl-3-(4-methyl-2-pentenoyl)-2-pyrone), CCCCCC.C(C)(=O)OCC (hexane ethyl acetate). The reagents and catalysts are [Pd] (palladium/carbon). The solvent is C(C)(=O)OCC (ethyl acetate). Reaction conditions: time 5 hour. Product: OC1=C(C(OC(=C1)C)=O)C(CCC(C)C)=O (4-hydroxy-6-methyl-3-(4-methylpentanoyl)-2-pyrone). Isolated yield 94.9%. As a reaction SMILES: [OH:1][C:2]1[CH:7]=[C:6]([CH3:8])[O:5][C:4](=[O:9])[C:3]=1[C:10](=[O:16])[CH:11]=[CH:12][CH:13]([CH3:15])[CH3:14].[H][H].CCCCCC.C(OCC)(=O)C>C(OCC)(=O)C.[Pd]>[OH:1][C:2]1[CH:7]=[C:6]([CH3:8])[O:5][C:4](=[O:9])[C:3]=1[C:10](=[O:16])[CH2:11][CH2:12][CH:13]([CH3:14])[CH3:15] |f:2.3|. Reported procedure: Undernitrogen, 2.8 g of 4-hydroxy-6-methyl-3-(4-methyl-2-pentenoyl)-2-pyrone was dissolved in ethyl acetate and 0.14 g of 5% palladium/carbon was added thereto. The nitrogen in the reaction vessel was substituted by hydrogen and the reaction mixture was stirred at room temperature for 5 hours. After that, the reaction mixture was filtered through a Celite pad and the Celite pad was washed with 50 ml of ethyl acetate. The solution combined the filtrate with the washing solution was washed with 0.... Starting materials: N#Cc1cccc(CN)c1, O=C([O-])O, [Na+], [Na+], [Na+], O, O=S(=O)([O-])OOS(=O)(=O)[O-]. Product: N#Cc1cccc(C=O)c1. Reaction SMILES: [C:1](#[N:2])[c:3]1[cH:4][c:5]([CH2:6][NH2:7])[cH:8][cH:9][cH:10]1.[C:23](=[O:24])([OH:25])[O-:26].[Na+:21].[Na+:22].[Na+:27].[OH2:28].[S:11](=[O:12])([O:13][O:14][S:15]([O-:16])(=[O:17])=[O:18])([O-:19])=[O:20]>>[C:1](#[N:2])[c:3]1[cH:4][c:5]([CH:6]=[O:12])[cH:8][cH:9][cH:10]1. The reactants are CCOP(=O)(CC#N)OCC, CC(C)(C)[O-], [K+], CC(C)OC(=O)C1(C(=O)OC(C)C)CC(=O)C1, C1CCOC1. The product is CC(C)OC(=O)C1(C(=O)OC(C)C)CC(=CC#N)C1. Reaction SMILES: [C:7](#[N:8])[CH2:9][P:10](=[O:11])([O:12][CH2:13][CH3:14])[O:15][CH2:16][CH3:17].[CH3:1][C:2]([CH3:3])([O-:4])[CH3:5].[K+:6].[O:18]=[C:19]1[CH2:20][C:21]([C:23](=[O:24])[O:25][CH:26]([CH3:27])[CH3:28])([C:29](=[O:30])[O:31][CH:32]([CH3:33])[CH3:34])[CH2:22]1.[O:35]1[CH2:36][CH2:37][CH2:38][CH2:39]1>>[C:7](#[N:8])[CH:9]=[C:19]1[CH2:20][C:21]([C:23](=[O:24])[O:25][CH:26]([CH3:27])[CH3:28])([C:29](=[O:30])[O:31][CH:32]([CH3:33])[CH3:34])[CH2:22]1. Reactants: [BH4-], CC(=O)O, CO, [Na+], CCCCCC(O)C=CC1CCC(=O)C1CC=CCCCC(=O)O. Yields the product CCCCCC(O)C=CC1CCC(O)C1CC=CCCCC(=O)O. As a reaction SMILES: [BH4-:25].[CH3:27][C:28](=[O:29])[OH:30].[CH3:31][OH:32].[Na+:26].[OH:1][CH:2]([CH:3]=[CH:4][CH:5]1[CH:6]([CH2:11][CH:12]=[CH:13][CH2:14][CH2:15][CH2:16][C:17](=[O:18])[OH:19])[C:7](=[O:10])[CH2:8][CH2:9]1)[CH2:20][CH2:21][CH2:22][CH2:23][CH3:24]>>[OH:1][CH:2]([CH:3]=[CH:4][CH:5]1[CH:6]([CH2:11][CH:12]=[CH:13][CH2:14][CH2:15][CH2:16][C:17](=[O:18])[OH:19])[CH:7]([OH:10])[CH2:8][CH2:9]1)[CH2:20][CH2:21][CH2:22][CH2:23][CH3:24]. Starting materials: C, CN(C)C(=O)c1cc(OCC(=O)OCc2ccccc2)ccc1NC(=O)c1ccccc1-c1ccc(C(F)(F)F)cc1, CCOC(C)=O, [Pd]. The product is CN(C)C(=O)c1cc(OCC(=O)O)ccc1NC(=O)c1ccccc1-c1ccc(C(F)(F)F)cc1. RXN SMILES: [C:49].[CH2:1]([c:2]1[cH:3][cH:4][cH:5][cH:6][cH:7]1)[O:8][C:9]([CH2:10][O:11][c:12]1[cH:13][c:14]([C:37]([N:38]([CH3:39])[CH3:40])=[O:41])[c:15]([NH:18][C:19](=[O:20])[c:21]2[c:22](-[c:27]3[cH:28][cH:29][c:30]([C:33]([F:34])([F:35])[F:36])[cH:31][cH:32]3)[cH:23][cH:24][cH:25][cH:26]2)[cH:16][cH:17]1)=[O:42].[CH3:43][CH2:44][O:45][C:46](=[O:47])[CH3:48].[Pd:50]>>[O:8]=[C:9]([CH2:10][O:11][c:12]1[cH:13][c:14]([C:37]([N:38]([CH3:39])[CH3:40])=[O:41])[c:15]([NH:18][C:19](=[O:20])[c:21]2[c:22](-[c:27]3[cH:28][cH:29][c:30]([C:33]([F:34])([F:35])[F:36])[cH:31][cH:32]3)[cH:23][cH:24][cH:25][cH:26]2)[cH:16][cH:17]1)[OH:42]. The reactants are [Na+].CS(=O)[O-] (methanesulfinicacid sodium salt), ClC1=C(C=C(C=O)C=C1)Cl (4,3-dichlorobenzaldehyde), O (water). Run in CS(=O)C (DMSO). Run at temperature 90 celsius. Product: ClC=1C=C(C=O)C=CC1S(=O)(=O)C (3-Chloro-4-methylsulfonylbenzaldehyde). As a reaction SMILES: Cl[C:2]1[CH:9]=[CH:8][C:5]([CH:6]=[O:7])=[CH:4][C:3]=1[Cl:10].[Na+].[CH3:12][S:13]([O-:15])=[O:14].O>CS(C)=O>[Cl:10][C:3]1[CH:4]=[C:5]([CH:8]=[CH:9][C:2]=1[S:13]([CH3:12])(=[O:15])=[O:14])[CH:6]=[O:7] |f:1.2|. Procedure: To a solution containing 1.0 g of 4,3-dichlorobenzaldehyde in 45 ml of DMSO was added 1.93 g of methanesulfinicacid sodium salt with stirring at 90° C. The solution was stirred for 6 hours at 90° C. and then poured into water. Sodiumhydrogencarbonate was added and the product was extracted with ethyl acetate. The extract was evaporated to dryness in vacuo. The residue was triturated with 2-propanol, yield 1.06 g. 1H-NMR (DMSO-d6,400 MHz): 3.45 (s, 3 H, CH3), 8.09-8.27 (m, 3 H, Ar), 10.01 (d, 1 H... The reactants are CCOC(=O)C(=CCOC1CCCC(OCc2nc(-c3ccc(F)cc3)oc2C)C1)CC, CO, CCOC(C)=O, Cl, [Na+], [OH-]. Product: CCC(=CCOC1CCCC(OCc2nc(-c3ccc(F)cc3)oc2C)C1)C(=O)O. RXN SMILES: [CH2:1]([CH3:2])[C:3]([C:4](=[O:5])[O:6][CH2:7][CH3:8])=[CH:9][CH2:10][O:11][CH:12]1[CH2:13][CH:14]([O:18][CH2:19][c:20]2[n:21][c:22](-[c:26]3[cH:27][cH:28][c:29]([F:32])[cH:30][cH:31]3)[o:23][c:24]2[CH3:25])[CH2:15][CH2:16][CH2:17]1.[CH3:36][OH:37].[CH3:38][CH2:39][O:40][C:41](=[O:42])[CH3:43].[ClH:35].[Na+:34].[OH-:33]>>[CH2:1]([CH3:2])[C:3]([C:4](=[O:5])[OH:6])=[CH:9][CH2:10][O:11][CH:12]1[CH2:13][CH:14]([O:18][CH2:19][c:20]2[n:21][c:22](-[c:26]3[cH:27][cH:28][c:29]([F:32])[cH:30][cH:31]3)[o:23][c:24]2[CH3:25])[CH2:15][CH2:16][CH2:17]1.